From a dataset of the Open Reaction Database (ORD), a public repository of structured organic reaction records. describe an organic reaction: reactants, conditions, products, and yield The product is NC(=O)C(N)Cc1ccccc1. The reactants are COC(=O)C(N)Cc1ccccc1, Cl, [NH4+], [OH-], O. RXN SMILES: [CH3:2][O:3][C:4]([CH:5]([NH2:6])[CH2:7][c:8]1[cH:9][cH:10][cH:11][cH:12][cH:13]1)=[O:14].[ClH:1].[NH4+:15].[OH-:16].[OH2:17]>>[O:3]=[C:4]([CH:5]([NH2:6])[CH2:7][c:8]1[cH:9][cH:10][cH:11][cH:12][cH:13]1)[NH2:15]. Reported procedure: 46 g (264.1 mmol) 3-Phenyl-furan-2,5-dione were suspended in 1.56 L water. After addition of 34.4 g (264.1 mmol) hydrazine sulfate the reaction mixture was heated to reflux (bath temperature: 115° C.) and kept there for five hours. During the night the reaction mixture was kept at a bath temperature of 98° C. After cooling the precipitate was sucked off, washed with water (100 mL) and dried at 40° C. yielding 47.6 g (95.8%) of the title compound. Starting materials: C1(=CC=CC=C1)C=1C(OC(C1)=O)=O (3-Phenyl-furan-2,5-dione), S(=O)(=O)(O)O.NN (hydrazine sulfate). Run in O (water). Reaction conditions: temperature 115 celsius, time 5 hour. Isolated yield 95.8%. Product: C1(=CC=CC=C1)C=1C(NNC(C1)=O)=O (4-phenyl-1,2-dihydro-pyridazine-3,6-dione). As a reaction SMILES: [C:1]1([C:7]2[C:8](=O)[O:9][C:10](=[O:12])[CH:11]=2)[CH:6]=[CH:5][CH:4]=[CH:3][CH:2]=1.S(O)(O)(=O)=O.[NH2:19][NH2:20]>O>[C:1]1([C:7]2[C:8](=[O:9])[NH:19][NH:20][C:10](=[O:12])[CH:11]=2)[CH:6]=[CH:5][CH:4]=[CH:3][CH:2]=1 |f:1.2|. Starting materials: [Si](C1=CC=CC=C1)(C1=CC=CC=C1)(C(C)(C)C)OCC1=C(C(=C(C(=N1)C(C)=O)ON=C(C)C)Cl)N1C[C@H](O[C@H](C1)C)C (1-(6-((tert-Butyldiphenylsilyloxy)methyl)-4-chloro-5-((2R,6S)-2,6-dimethylmorpholino)-3-(propan-2-ylideneaminooxy)pyridin-2-yl)ethanone), [Si](C1=CC=CC=C1)(C1=CC=CC=C1)(C(C)(C)C)OCC1=C(C(=C(C(=N1)C(C)=O)ON=C(C)C)Cl)N1C[C@H](O[C@H](C1)C)C (1-(6-((tert-Butyldiphenylsilyloxy)methyl)-4-chloro-5-((2R,6S)-2,6-dimethylmorpholino)-3-(propan-2-ylideneaminooxy)pyridin-2-yl)ethanone), Cl (HCl). The solvent is CCOC(=O)C (EtOAc), CCO (EtOH). Run at temperature 75 celsius, time 1 hour. The product is ClC1=C2C(=NC(=C1N1C[C@H](O[C@H](C1)C)C)CO)C(=NO2)C ((7-Chloro-6-((2R,6S)-2,6-dimethylmorpholino)-3-methylisoxazolo[4,5-b]pyridin-5-yl)methanol). RXN SMILES: [Si]([O:18][CH2:19][C:20]1[N:25]=[C:24](C(=O)C)[C:23]([O:29][N:30]=[C:31]([CH3:33])C)=[C:22]([Cl:34])[C:21]=1[N:35]1[CH2:40][C@H:39]([CH3:41])[O:38][C@H:37]([CH3:42])[CH2:36]1)(C(C)(C)C)(C1C=CC=CC=1)C1C=CC=CC=1.Cl>CCO.CCOC(C)=O>[Cl:34][C:22]1[C:21]([N:35]2[CH2:36][C@H:37]([CH3:42])[O:38][C@H:39]([CH3:41])[CH2:40]2)=[C:20]([CH2:19][OH:18])[N:25]=[C:24]2[C:31]([CH3:33])=[N:30][O:29][C:23]=12. Reported procedure: 1-(6-((tert-Butyldiphenylsilyloxy)methyl)-4-chloro-5-((2R,6S)-2,6-dimethylmorpholino)-3-(propan-2-ylideneaminooxy)pyridin-2-yl)ethanone (Intermediate 336, 821 mg, 1.35 mmol) was dissolved in 13 ml of EtOH. Aqueous 1M HCl, (4.33 ml, 4.33 mmol) was added to give an immediate precipitate, which dissolved to give a hazy yellow solution. The mixture was heated at 75° C. After 1 hour, 15 minutes, the reaction was cooled and diluted with EtOAc. Added saturated NaHCO3 to quench was followed by extractio...